Dataset: the Open Reaction Database (ORD), a public repository of structured organic reaction records. Task: describe an organic reaction: reactants, conditions, products, and yield Run in ClCCl (dichloromethane). RXN SMILES: [NH2:1][C:2](=[O:40])[CH:3]([OH:39])[CH:4]([NH:12][C:13](=[O:38])[C:14]1[CH:19]=[CH:18][CH:17]=[N:16][C:15]=1[N:20]1[CH:24]=[CH:23][C:22]([CH2:25][N:26]2[CH2:31][CH2:30][CH:29]([C:32]3[CH:37]=[CH:36][CH:35]=[CH:34][CH:33]=3)[CH2:28][CH2:27]2)=[N:21]1)[CH2:5][C:6]1[CH:11]=[CH:10][CH:9]=[CH:8][CH:7]=1.CS(C)=O.ClC(Cl)C(O)=O>ClCCl>[NH2:1][C:2](=[O:40])[C:3](=[O:39])[CH:4]([NH:12][C:13](=[O:38])[C:14]1[CH:19]=[CH:18][CH:17]=[N:16][C:15]=1[N:20]1[CH:24]=[CH:23][C:22]([CH2:25][N:26]2[CH2:27][CH2:28][CH:29]([C:32]3[CH:37]=[CH:36][CH:35]=[CH:34][CH:33]=3)[CH2:30][CH2:31]2)=[N:21]1)[CH2:5][C:6]1[CH:11]=[CH:10][CH:9]=[CH:8][CH:7]=1. Run at time 1.5 hour. Starting materials: NC(C(C(CC1=CC=CC=C1)NC(C1=C(N=CC=C1)N1N=C(C=C1)CN1CCC(CC1)C1=CC=CC=C1)=O)O)=O (N-(4-amino-3-hydroxy-4-oxo-1-phenylbutan-2-yl)-2-(3-((4-phenylpiperidin-1-yl)methyl)-1H-pyrazol-1-yl)nicotinamide), CS(=O)C (DMSO), N,N′-dichyclohexyl-carbodiimide, ClC(C(=O)O)Cl (2,2-dichloroacetic acid). Procedure details: To a solution of N-(4-amino-3-hydroxy-4-oxo-1-phenylbutan-2-yl)-2-(3-((4-phenylpiperidin-1-yl)methyl)-1H-pyrazol-1-yl)nicotinamide (100 mg, 0.186 mmol) in dichloromethane (3 mL) at room temperature DMSO (300 μL), N,N′-dichyclohexyl-carbodiimide (380 mg, 1.842 mmol) and 2,2-dichloroacetic acid (40 μL, 0.487 mmol) were added, and the mixture stirred for 1.5 h at room temperature. After completion of the reaction the mixture was filtered, the filtrate diluted with 30 mL of water, extracted with eth... Isolated yield 80.2%. Yields the product NC(C(C(CC1=CC=CC=C1)NC(C1=C(N=CC=C1)N1N=C(C=C1)CN1CCC(CC1)C1=CC=CC=C1)=O)=O)=O (N-(4-Amino-3,4-dioxo-1-phenylbutan-2-yl)-2-(3-((4-phenylpiperidin-1-yl)methyl)-1H-pyrazol-1-yl)nicotinamide). Reactants: O=C(O)CN(Cc1cccc(Br)n1)C(=O)OCc1ccccc1, ClCCl, NCCO, On1nnc2ccccc21. Product: O=C(CN(Cc1cccc(Br)n1)C(=O)OCc1ccccc1)NCCO. RXN SMILES: [CH2:1]([c:2]1[cH:3][cH:4][cH:5][cH:6][cH:7]1)[O:8][C:9](=[O:10])[N:11]([CH2:12][C:13](=[O:14])[OH:15])[CH2:16][c:17]1[n:18][c:19]([Br:23])[cH:20][cH:21][cH:22]1.[Cl:38][CH2:39][Cl:40].[NH2:24][CH2:25][CH2:26][OH:27].[OH:28][n:29]1[c:30]2[c:31]([cH:32][cH:33][cH:34][cH:35]2)[n:36][n:37]1>>[CH2:1]([c:2]1[cH:3][cH:4][cH:5][cH:6][cH:7]1)[O:8][C:9](=[O:10])[N:11]([CH2:12][C:13](=[O:15])[NH:24][CH2:25][CH2:26][OH:27])[CH2:16][c:17]1[n:18][c:19]([Br:23])[cH:20][cH:21][cH:22]1. The reactants are C1=C(C=CC2=CC=CC=C12)C1=CC(=C(C=2CC3=CC=CC=C3C12)C#N)N1CCCCC1 (4-(naphthalen-2-yl)-2-(piperidin-1-yl)-9H-fluorene-1-carbonitrile), [H-].[Na+] (sodium hydride), C1CCOC1 (THF). Conditions: temperature 2.5 celsius. The product is C1=C(C=CC2=CC=CC=C12)C1=CC(=C(C=2C(C3=CC=CC=C3C12)=O)C#N)N1CCCCC1 (4-Naphthalen-2-yl-9-oxo-2-piperidin-1-yl-9H-fluorene-1-carbonitrile). As a reaction SMILES: [CH:1]1[C:10]2[C:5](=[CH:6][CH:7]=[CH:8][CH:9]=2)[CH:4]=[CH:3][C:2]=1[C:11]1[C:23]2[C:22]3[C:17](=[CH:18][CH:19]=[CH:20][CH:21]=3)[CH2:16][C:15]=2[C:14]([C:24]#[N:25])=[C:13]([N:26]2[CH2:31][CH2:30][CH2:29][CH2:28][CH2:27]2)[CH:12]=1.[H-].[Na+].C1C[O:37]CC1>>[CH:1]1[C:10]2[C:5](=[CH:6][CH:7]=[CH:8][CH:9]=2)[CH:4]=[CH:3][C:2]=1[C:11]1[C:23]2[C:22]3[C:17](=[CH:18][CH:19]=[CH:20][CH:21]=3)[C:16](=[O:37])[C:15]=2[C:14]([C:24]#[N:25])=[C:13]([N:26]2[CH2:31][CH2:30][CH2:29][CH2:28][CH2:27]2)[CH:12]=1 |f:1.2|. Reported procedure: A solution of 4-(naphthalen-2-yl)-2-(piperidin-1-yl)-9H-fluorene-1-carbonitrile (400 mg) in THF was added sodium hydride (32 mg) and was stirred at 0-5° C. for less than five minutes. After completion, the reaction solvent was evaporated under vacuum and the crude solid obtained was quenched with ice water and subsequently neutralized by dilute HCL. The precipitate thus obtained was filtered and purified on a silica gel column using ethyl acetate-hexane as eluent. Light red solid; mp 182-184° C....